Dataset: the Open Reaction Database (ORD), a public repository of structured organic reaction records. Task: describe an organic reaction: reactants, conditions, products, and yield The reactants are Fc1cccc(Br)c1, O=C1CCN(Cc2ccccc2)CC1, C1CCOC1, [Mg]. The product is OC1(c2cccc(F)c2)CCN(Cc2ccccc2)CC1. RXN SMILES: [Br:2][c:3]1[cH:4][c:5]([F:9])[cH:6][cH:7][cH:8]1.[CH2:10]([c:11]1[cH:12][cH:13][cH:14][cH:15][cH:16]1)[N:17]1[CH2:18][CH2:19][C:20](=[O:23])[CH2:21][CH2:22]1.[CH2:24]1[O:25][CH2:26][CH2:27][CH2:28]1.[Mg:1]>>[c:3]1([C:20]2([OH:23])[CH2:19][CH2:18][N:17]([CH2:10][c:11]3[cH:12][cH:13][cH:14][cH:15][cH:16]3)[CH2:22][CH2:21]2)[cH:4][c:5]([F:9])[cH:6][cH:7][cH:8]1. Starting materials: C(C)(=O)O.IC1=NN(C2=NC=NC(=C21)N)[C@@H]2CN(CCC2)CCOC ((S)-3-iodo-1-[1-(2-methoxyethyl)-3-piperidyl]-1H-pyrazolo[3,4-d]pyrimidin-4-amine acetate), CC=1C=C(C2=C(N=C(O2)NC2=CC=C(C=C2)B2OC(C(O2)(C)C)(C)C)C1)C (N-(5,7-dimethyl-1,3-benzoxazol-2-yl)-N-[4-(4,4,5,5-tetramethyl-1,3,2-dioxaborolan-2-yl)phenyl]amine), C([O-])([O-])=O.[Na+].[Na+] (sodium carbonate). Reagents/catalysts: C=1C=CC(=CC1)[P](C=2C=CC=CC2)(C=3C=CC=CC3)[Pd]([P](C=4C=CC=CC4)(C=5C=CC=CC5)C=6C=CC=CC6)([P](C=7C=CC=CC7)(C=8C=CC=CC8)C=9C=CC=CC9)[P](C=1C=CC=CC1)(C=1C=CC=CC1)C=1C=CC=CC1 (tetrakis(triphenylphosphine)palladium). Run in CN(C=O)C (N,N-dimethylformamide), O (water). Run at temperature 80 celsius. The product is NC1=C2C(=NC=N1)N(N=C2C2=CC=C(C=C2)NC=2OC1=C(N2)C=C(C=C1C)C)[C@@H]1CN(CCC1)CCOC ((S)-N2-(4-{4-amino-1-[1-(2-methoxyethyl)-3-piperidyl]-1H-pyrazolo[3,4-d]pyrimidin-3-yl}phenyl)-5,7-dimethyl-1,3-benzoxazol-2-amine). The yield is 85.7%. Reaction SMILES: C(O)(=O)C.I[C:6]1[C:14]2[C:9](=[N:10][CH:11]=[N:12][C:13]=2[NH2:15])[N:8]([C@H:16]2[CH2:21][CH2:20][CH2:19][N:18]([CH2:22][CH2:23][O:24][CH3:25])[CH2:17]2)[N:7]=1.[CH3:26][C:27]1[CH:28]=[C:29]([CH3:52])[C:30]2[O:34][C:33]([NH:35][C:36]3[CH:41]=[CH:40][C:39](B4OC(C)(C)C(C)(C)O4)=[CH:38][CH:37]=3)=[N:32][C:31]=2[CH:51]=1.C(=O)([O-])[O-].[Na+].[Na+]>CN(C)C=O.O.C1C=CC([P]([Pd]([P](C2C=CC=CC=2)(C2C=CC=CC=2)C2C=CC=CC=2)([P](C2C=CC=CC=2)(C2C=CC=CC=2)C2C=CC=CC=2)[P](C2C=CC=CC=2)(C2C=CC=CC=2)C2C=CC=CC=2)(C2C=CC=CC=2)C2C=CC=CC=2)=CC=1>[NH2:15][C:13]1[N:12]=[CH:11][N:10]=[C:9]2[N:8]([C@H:16]3[CH2:21][CH2:20][CH2:19][N:18]([CH2:22][CH2:23][O:24][CH3:25])[CH2:17]3)[N:7]=[C:6]([C:39]3[CH:38]=[CH:37][C:36]([NH:35][C:33]4[O:34][C:30]5[C:29]([CH3:52])=[CH:28][C:27]([CH3:26])=[CH:51][C:31]=5[N:32]=4)=[CH:41][CH:40]=3)[C:14]=12 |f:0.1,3.4.5,^1:68,70,89,108|. Reported procedure: A mixture of (S)-3-iodo-1-[1-(2-methoxyethyl)-3-piperidyl]-1H-pyrazolo[3,4-d]pyrimidin-4-amine acetate (0.64 g, 0.0014 mol), N-(5,7-dimethyl-1,3-benzoxazol-2-yl)-N-[4-(4,4,5,5-tetramethyl-1,3,2-dioxaborolan-2-yl)phenyl]amine (0.64 g, 0.00175 mol, 1.2 eq.), tetrakis(triphenylphosphine)palladium (0.081 g, 0.00007 mol) and sodium carbonate (0.37 g, 0.0035 mol) in N,N-dimethylformamide (15 mL) and water (7 mL) was heated at 80° C. for 16 hours under an atmosphere of nitrogen. The mixture was allowed... As a reaction SMILES: [CH3:8][O:9][CH2:10][O:11][c:12]1[c:13](-[c:22]2[cH:23][c:24]([O:28][c:29]3[cH:30][cH:31][cH:32][c:33]4[c:34]3[n:35][c:36]([NH:38][C:39]([CH3:40])=[O:41])[s:37]4)[n:25][cH:26][n:27]2)[cH:14][cH:15][c:16]([C:18]([F:19])([F:20])[F:21])[cH:17]1.[Cl:42][CH2:43][Cl:44].[OH:1][C:2]([C:3]([F:4])([F:5])[F:6])=[O:7]>>[OH:11][c:12]1[c:13](-[c:22]2[cH:23][c:24]([O:28][c:29]3[cH:30][cH:31][cH:32][c:33]4[c:34]3[n:35][c:36]([NH:38][C:39]([CH3:40])=[O:41])[s:37]4)[n:25][cH:26][n:27]2)[cH:14][cH:15][c:16]([C:18]([F:19])([F:20])[F:21])[cH:17]1. Yields the product CC(=O)Nc1nc2c(Oc3cc(-c4ccc(C(F)(F)F)cc4O)ncn3)cccc2s1. The reactants are COCOc1cc(C(F)(F)F)ccc1-c1cc(Oc2cccc3sc(NC(C)=O)nc23)ncn1, ClCCl, O=C(O)C(F)(F)F.